From a dataset of the Open Reaction Database (ORD), a public repository of structured organic reaction records. describe an organic reaction: reactants, conditions, products, and yield Starting materials: BrCCCl (1-bromo-2-chloroethane), C([O-])([O-])=O.[K+].[K+] (potassium carbonate), C(=C)(C)N1C(NC2=C1C=CC=C2)=O (1-isopropenyl-2(3H)-benzimidazolone). The solvent is CN(C=O)C (dimethylformamide). Reaction conditions: time 48 hour. The product is ClCCN1C(N(C2=C1C=CC=C2)C(=C)C)=O (1-(2-Chloroethyl)-3-isopropenyl-2(3H)-benzimidazolone). RXN SMILES: Br[CH2:2][CH2:3][Cl:4].C(=O)([O-])[O-].[K+].[K+].[C:11]([N:14]1[C:18]2[CH:19]=[CH:20][CH:21]=[CH:22][C:17]=2[NH:16][C:15]1=[O:23])([CH3:13])=[CH2:12]>CN(C)C=O>[Cl:4][CH2:3][CH2:2][N:16]1[C:17]2[CH:22]=[CH:21][CH:20]=[CH:19][C:18]=2[N:14]([C:11]([CH3:13])=[CH2:12])[C:15]1=[O:23] |f:1.2.3|. Procedure details: 200 mmol of 1-bromo-2-chloroethane and 55 mmol of potassium carbonate are added to 50 mmol of 1-isopropenyl-2(3H)-benzimidazolone in 150 ml of dimethylformamide. The whole mixture is kept stirring for 48 hours. It is then poured into ice-cold water and extracted with dichloromethane. The organic phases are washed with water, dried and evaporated. The residue is then taken up in ether. The ether phase is washed with 2N potassium hydroxide and then with water, dried and evaporated and leads to the...